Dataset: the Open Reaction Database (ORD), a public repository of structured organic reaction records. Task: describe an organic reaction: reactants, conditions, products, and yield The reactants are CC(CO)(C1=CC(=C(C=C1)OC)OC)C (2,2-Dimethyl-2-(3,4-dimethoxyphenyl)ethanol), ethyl acetal, BrCC=O (bromoacetaldehyde), B(F)(F)F (BF3). Solvent: [N+](=O)([O-])C (nitromethane). Product: CC1(COC(C2=CC(=C(C=C12)OC)OC)CBr)C (4,4-dimethyl-6,7-dimethoxy-1-bromomethylisochroman). As a reaction SMILES: [CH3:1][C:2]([CH3:15])([C:5]1[CH:10]=[CH:9][C:8]([O:11][CH3:12])=[C:7]([O:13][CH3:14])[CH:6]=1)[CH2:3][OH:4].[Br:16][CH2:17][CH:18]=O.B(F)(F)F>[N+](C)([O-])=O>[CH3:1][C:2]1([CH3:15])[C:5]2[C:10](=[CH:9][C:8]([O:11][CH3:12])=[C:7]([O:13][CH3:14])[CH:6]=2)[CH:18]([CH2:17][Br:16])[O:4][CH2:3]1. Procedure: A 2,2-Dimethyl-2-(3,4-dimethoxyphenyl)ethanol (0.95 g, 0.0045 m) is stirred with 1.07 g (0.0054 m) of the ethyl acetal of bromoacetaldehyde and 0.19 g (0.0014 m) of BF3 .etherate in 25 ml of nitromethane for 15 hours. The mixture is partitioned between methylene chloride and aqueous sodium carbonate. The organic phase is dried over sodium sulfate and concentrated to yield 1.52 g of 4,4-dimethyl-6,7-dimethoxy-1-bromomethylisochroman. The nmr is consistent with the assigned structure. Yields the product CC1NCCC(N1)CC (2-methyl-4-ethylhexahydropyrimidine). Run at temperature 90 celsius. Isolated yield 97.4%. The reagents and catalysts are [Ni] (Raney® nickel). The reactants are NCCC(CC)N (1,3-diaminopentane), NCCC(CC)N (1,3-diaminopentane), C(C)#N (acetonitrile), [H][H] (hydrogen). Reported procedure: Sixty grams of 1,3-diaminopentane (96.7% purity, 0.569 mole), 60 g acetonitrile (1.46 moles) and 1 g of wet Raney® nickel (Raney 2800) catalyst were charged to a 300 ml stainless steel autoclave reactor. The mixture was stirred and heated at 90° C. and 500 psig hydrogen pressure for 6 hours. Capillary GC analysis of the cooled product indicated a 36% conversion of 1,3-diaminopentane and 97.4% yield of 2-methyl-4-ethylhexahydropyrimidine. The reactor was recharged with 25 ml (19.5 g) additional a... RXN SMILES: [NH2:1][CH2:2][CH2:3][CH:4]([NH2:7])[CH2:5][CH3:6].[C:8](#N)[CH3:9].[H][H]>[Ni]>[CH3:8][CH:9]1[NH:7][CH:4]([CH2:5][CH3:6])[CH2:3][CH2:2][NH:1]1. Reactants: FC1=C(C=CC(=C1F)C)C=1SC=C(C1C(=O)OC)NC(=O)C1=NN2C(C(=CC=C2)F)=C1 (methyl 2-(2,3-difluoro-4-methylphenyl)-4-(4-fluoropyrazolo[1,5-a]pyridine-2-carboxamido)thiophene-3-carboxylate), [OH-].[Li+] (lithium hydroxide). Solvent: O1CCCC1.CO.O (tetrahydrofuran methanol water). The product is FC1=C(C=CC(=C1F)C)C=1SC=C(C1C(=O)O)NC(=O)C1=NN2C(C(=CC=C2)F)=C1 (2-(2,3-difluoro-4-methylphenyl)-4-(4-fluoropyrazolo[1,5-a]pyridine-2-carboxamido)thiophene-3-carboxylic acid). Yield: 98.3%. Reaction SMILES: [F:1][C:2]1[C:7]([F:8])=[C:6]([CH3:9])[CH:5]=[CH:4][C:3]=1[C:10]1[S:11][CH:12]=[C:13]([NH:19][C:20]([C:22]2[CH:31]=[C:25]3[C:26]([F:30])=[CH:27][CH:28]=[CH:29][N:24]3[N:23]=2)=[O:21])[C:14]=1[C:15]([O:17]C)=[O:16].[OH-].[Li+]>O1CCCC1.CO.O>[F:1][C:2]1[C:7]([F:8])=[C:6]([CH3:9])[CH:5]=[CH:4][C:3]=1[C:10]1[S:11][CH:12]=[C:13]([NH:19][C:20]([C:22]2[CH:31]=[C:25]3[C:26]([F:30])=[CH:27][CH:28]=[CH:29][N:24]3[N:23]=2)=[O:21])[C:14]=1[C:15]([OH:17])=[O:16] |f:1.2,3.4.5|. Reported procedure: Ester 379 (1.45 g, 3.3 mmol) and lithium hydroxide (467 mg, 19.5 mmol) in tetrahydrofuran:methanol:water (3:2:1, 16 mL) was stirred at 50° C. for 1 h. The mixture was cooled in an ice bath and quenched with 2 M HCl (16 mL). The precipitate that formed was filtered off to provide 368 (1.40 g, 100%) as a solid: LRESIMS m/z 432.0 [M+H]+, calcd. for C20H13F3N3O3S1 432.1. Reactants: CC(=O)O[BH-](OC(C)=O)OC(C)=O, ClCCl, CC1CNCC(C)N1, O=Cc1ccc(OC(F)(F)F)cc1, [Na+]. Product: CC1CN(Cc2ccc(OC(F)(F)F)cc2)CC(C)N1. As a reaction SMILES: [C:22]([O:23][BH-:24]([O:25][C:26](=[O:27])[CH3:28])[O:29][C:30](=[O:31])[CH3:32])(=[O:33])[CH3:34].[CH2:36]([Cl:37])[Cl:38].[CH3:14][CH:15]1[NH:16][CH:17]([CH3:21])[CH2:18][NH:19][CH2:20]1.[F:1][C:2]([O:3][c:4]1[cH:5][cH:6][c:7]([CH:8]=[O:9])[cH:10][cH:11]1)([F:12])[F:13].[Na+:35]>>[F:1][C:2]([O:3][c:4]1[cH:5][cH:6][c:7]([CH2:8][N:19]2[CH2:18][CH:17]([CH3:21])[NH:16][CH:15]([CH3:14])[CH2:20]2)[cH:10][cH:11]1)([F:12])[F:13]. The reactants are CCO, [H][H], O=[N+]([O-])c1cccc2[nH]ncc12. The product is Nc1cccc2[nH]ncc12. As a reaction SMILES: [CH3:15][CH2:16][OH:17].[H:13][H:14].[N+:1]([O-:2])(=[O:3])[c:4]1[c:5]2[cH:6][n:7][nH:8][c:9]2[cH:10][cH:11][cH:12]1>>[NH2:1][c:4]1[c:5]2[cH:6][n:7][nH:8][c:9]2[cH:10][cH:11][cH:12]1. The reactants are CN, CCO, CO, COc1cc2c(cc1OC)C1C(CO)CSC(C3C=CC=CC3=N)N1CC2. Product: COc1cc2c(cc1OC)C1C(CO)CSC(C=N)N1CC2. Reaction SMILES: [CH3:28][NH2:29].[CH3:30][CH2:31][OH:32].[CH3:33][OH:34].[OH:1][CH2:2][CH:3]1[CH2:4][S:5][CH:6]([CH:21]2[CH:22]=[CH:23][CH:24]=[CH:25][C:26]2=[NH:27])[N:7]2[CH:8]1[c:9]1[cH:10][c:11]([O:19][CH3:20])[c:12]([O:17][CH3:18])[cH:13][c:14]1[CH2:15][CH2:16]2>>[OH:1][CH2:2][CH:3]1[CH2:4][S:5][CH:6]([CH:21]=[NH:29])[N:7]2[CH:8]1[c:9]1[cH:10][c:11]([O:19][CH3:20])[c:12]([O:17][CH3:18])[cH:13][c:14]1[CH2:15][CH2:16]2. Reaction SMILES: [C:1]([O:4][CH:5]([O:2][C:3](=[O:14])[CH3:15])[C:6](=[CH:7][CH2:8][O:9][C:10]([CH3:11])=[O:12])[CH3:13])(=[O:16])[CH3:17].[CH:18]([OH:19])=[O:20].[OH2:21]>>[O:4]=[CH:5][C:6](=[CH:7][CH2:8][O:9][C:10]([CH3:11])=[O:12])[CH3:13]. Reactants: CC(=O)OCC=C(C)C(OC(C)=O)OC(C)=O, O=CO, O. Product: CC(=O)OCC=C(C)C=O.